Dataset: the Open Reaction Database (ORD), a public repository of structured organic reaction records. Task: describe an organic reaction: reactants, conditions, products, and yield The reactants are O=C([O-])[O-], CC(C)=O, Oc1cccc2oc(SCCC=C(F)F)nc12, CI, [K+], [K+]. Product: COc1cccc2oc(SCCC=C(F)F)nc12. Reaction SMILES: [C:20](=[O:21])([O-:22])[O-:23].[CH3:26][C:27](=[O:28])[CH3:29].[F:1][C:2](=[CH:3][CH2:4][CH2:5][S:6][c:7]1[o:8][c:9]2[c:10]([n:11]1)[c:12]([OH:16])[cH:13][cH:14][cH:15]2)[F:17].[I:18][CH3:19].[K+:24].[K+:25]>>[F:1][C:2](=[CH:3][CH2:4][CH2:5][S:6][c:7]1[o:8][c:9]2[c:10]([n:11]1)[c:12]([O:16][CH3:20])[cH:13][cH:14][cH:15]2)[F:17]. The reactants are BrC1=CC(=CC=2NC(=NC21)C2=CC=CC=C2)OC (4-bromo-6-methoxy-2-phenyl-1H-benzimidazole), 4-(methylbenzene)boronic acid, ClCCl (dichloromethane). Reagents/catalysts: C(C)(=O)[O-].[Cu+2].C(C)(=O)[O-] (copper(II) acetate). Run in N1=CC=CC=C1 (pyridine). Yields the product BrC1=CC(=CC=2N(C(=NC21)C2=CC=CC=C2)C2=CC=C(C=C2)C)OC (4-Bromo-6-methoxy-1-(4-methylphenyl)-2-phenyl-1H-benzimidazole). Reaction SMILES: [Br:1][C:2]1[C:10]2[N:9]=[C:8]([C:11]3[CH:16]=[CH:15][CH:14]=[CH:13][CH:12]=3)[NH:7][C:6]=2[CH:5]=[C:4]([O:17][CH3:18])[CH:3]=1.ClCCl>N1C=CC=CC=1.C([O-])(=O)C.[Cu+2].C([O-])(=O)C>[Br:1][C:2]1[C:10]2[N:9]=[C:8]([C:11]3[CH:16]=[CH:15][CH:14]=[CH:13][CH:12]=3)[N:7]([C:14]3[CH:15]=[CH:16][C:11]([CH3:8])=[CH:12][CH:13]=3)[C:6]=2[CH:5]=[C:4]([O:17][CH3:18])[CH:3]=1 |f:3.4.5|. Procedure details: 2.5 g of 4-bromo-6-methoxy-2-phenyl-1H-benzimidazole and 2.24 g of 4-(methylbenzene)boronic acid were stirred with 1.5 g of anhydrous copper(II) acetate and about 3 g of molecular sieve in 35 ml of pyridine for 7 hours at 100° C. After dichloromethane and Celite were added, it was concentrated by evaporation and chromatographed on silica gel with a hexane/ethyl acetate mixture. Starting materials: OC(C(=O)OC)C1=CC2=CC=CC=C2C=C1 (methyl 2-hydroxy-2-(naphthalen-2-yl)acetate), [H-].[Na+] (NaH), CI (methyl iodide), C(C)(=O)OCC (ethyl acetate). Solvent: CN(C)C=O (DMF). Conditions: time 24 hour. The product is COC(C(=O)OC)C1=CC2=CC=CC=C2C=C1 (Methyl 2-methoxy-2-(naphthalen-2-yl)acetate). Yield: 53.0%. As a reaction SMILES: [OH:1][CH:2]([C:7]1[CH:16]=[CH:15][C:14]2[C:9](=[CH:10][CH:11]=[CH:12][CH:13]=2)[CH:8]=1)[C:3]([O:5][CH3:6])=[O:4].[H-].[Na+].CI.[C:21](OCC)(=O)C>CN(C=O)C>[CH3:21][O:1][CH:2]([C:7]1[CH:16]=[CH:15][C:14]2[C:9](=[CH:10][CH:11]=[CH:12][CH:13]=2)[CH:8]=1)[C:3]([O:5][CH3:6])=[O:4] |f:1.2|. Procedure details: To a stirred solution of methyl 2-hydroxy-2-(naphthalen-2-yl)acetate (0.63 g, 1 eq) in dry DMF was added NaH (0.45 g, 4 eq) and methyl iodide (0.74 mL, 4.1 eq). Stirring was then continued for 24 hours. The reaction mixture was then poured into ethyl acetate and washed with H2O. The combined organic fractions were dried over Na2SO4, filtered, and concentrated under reduced pressure to yield an oil that was purified by column chromatography using ethyl acetate and hexanes to yield an oil (0.358 g... Reactants: diisopropyl ether petroleum ether, FC=1C=C2C=CC(=NC2=CC1F)COC=1C=CC2=C(C(C3=C(N(C2)C)N=CC=C3)O)C1 (7-(6,7-Difluoro-quinolin-2-ylmethoxy)-11-methyl-10,11-dihydro-5H-benzo[e]pyrido[2,3-b]azepin-5-ol), Cl.C(C)OC([C@@H](N)CS)=O (L-cystein ethyl ester hydrochloride), FC(C(=O)O)(F)F (trifluoroacetic acid). Solvent: ClCCl (dichloromethane). Run at temperature 45 celsius, time 16 hour. Product: C(C)OC(C(CSC1C2=C(N(CC3=C1C=C(C=C3)OCC3=NC1=CC(=C(C=C1C=C3)F)F)C)N=CC=C2)N)=O (2-Amino-3-[7-(6,7-difluoroquinolin-2-ylmethoxy)-11-methyl-10,11-dihydro-5H-benzo[e]pyrido[2,3-b]azepin-5-ylsulfanyl]-propionic Acid Ethyl Ester). RXN SMILES: [F:1][C:2]1[CH:3]=[C:4]2[C:9](=[CH:10][C:11]=1[F:12])[N:8]=[C:7]([CH2:13][O:14][C:15]1[CH:16]=[CH:17][C:18]3[CH2:24][N:23]([CH3:25])[C:22]4[N:26]=[CH:27][CH:28]=[CH:29][C:21]=4[CH:20](O)[C:19]=3[CH:31]=1)[CH:6]=[CH:5]2.Cl.[CH2:33]([O:35][C:36](=[O:41])[C@H:37]([CH2:39][SH:40])[NH2:38])[CH3:34].FC(F)(F)C(O)=O>ClCCl>[CH2:33]([O:35][C:36](=[O:41])[CH:37]([NH2:38])[CH2:39][S:40][CH:20]1[C:19]2[CH:31]=[C:15]([O:14][CH2:13][C:7]3[CH:6]=[CH:5][C:4]4[C:9](=[CH:10][C:11]([F:12])=[C:2]([F:1])[CH:3]=4)[N:8]=3)[CH:16]=[CH:17][C:18]=2[CH2:24][N:23]([CH3:25])[C:22]2[N:26]=[CH:27][CH:28]=[CH:29][C:21]1=2)[CH3:34] |f:1.2|. Procedure details: A mixture of 6.6 g (15.7 mmol) of the product from Example 21, step 5, 6.0 g (32.3 mmol) of L-cystein ethyl ester hydrochloride and 136 ml of trifluoroacetic acid in 198 ml of dichloromethane is stirred at 45° C. for 16 hr. The solvent is evaporated and the residue partitioned between sat. NaHCO3 and chloroform. The organic layer is washed with water, dried and concentrated, giving an oil, which solidifies with the aid of diisopropyl ether/petroleum ether. Yield 7.9 g (91%).